This data is from the Open Reaction Database (ORD), a public repository of structured organic reaction records. The task is: describe an organic reaction: reactants, conditions, products, and yield Reactants: ClC1=CC=C(C=C1)S(=O)(=O)NC(C(=O)NCCCCCCCC(=O)OC)COC=1C=NC=CC1 ((RS)-2-(4-chlorobenzenesulfonylamino)-N-(7-methoxycarbonylheptyl)-3-(pyridin-3-yloxy)propanamide), Cl (HCl). The product is Cl.C(=O)(O)CCCCCCCNC(C(COC=1C=NC=CC1)NS(=O)(=O)C1=CC=C(C=C1)Cl)=O ((RS)-N-(7-carboxyheptyl)-2-(4-chlorobenzenesulfonylamino)-3-(pyridin-3-yloxy)propanamide hydrochloride). The yield is 197.4%. RXN SMILES: [Cl:1][C:2]1[CH:7]=[CH:6][C:5]([S:8]([NH:11][CH:12]([CH2:27][O:28][C:29]2[CH:30]=[N:31][CH:32]=[CH:33][CH:34]=2)[C:13]([NH:15][CH2:16][CH2:17][CH2:18][CH2:19][CH2:20][CH2:21][CH2:22][C:23]([O:25]C)=[O:24])=[O:14])(=[O:10])=[O:9])=[CH:4][CH:3]=1.Cl>>[ClH:1].[C:23]([CH2:22][CH2:21][CH2:20][CH2:19][CH2:18][CH2:17][CH2:16][NH:15][C:13](=[O:14])[CH:12]([NH:11][S:8]([C:5]1[CH:4]=[CH:3][C:2]([Cl:1])=[CH:7][CH:6]=1)(=[O:9])=[O:10])[CH2:27][O:28][C:29]1[CH:30]=[N:31][CH:32]=[CH:33][CH:34]=1)([OH:25])=[O:24] |f:2.3|. Procedure: The procedure described in Example 115 was repeated, except that (RS)-2-(4-chlorobenzenesulfonylamino)-N-(7-methoxycarbonylheptyl)-3-(pyridin-3-yloxy)propanamide (16.5 mg) was hydrolyzed, and then reacted with HCl to obtain (RS)-N-(7-carboxyheptyl)-2-(4-chlorobenzenesulfonylamino)-3-(pyridin-3-yloxy)propanamide hydrochloride (17.0 mg). The product is C=C(CC(=O)OC)C[Si](C)(C)C. Reaction SMILES: [CH3:15][C:16](=[O:17])[OH:18].[CH3:19][CH2:20][O:21][CH2:22][CH3:23].[CH3:1][Si:2]([CH3:3])([CH3:4])[CH2:5][C:6]([CH2:7][C:8](=[O:9])[OH:10])=[CH2:11].[N+:12](=[N-:13])=[CH2:14]>>[CH3:1][Si:2]([CH3:3])([CH3:4])[CH2:5][C:6]([CH2:7][C:8](=[O:9])[O:10][CH3:14])=[CH2:11]. Starting materials: CC(=O)O, CCOCC, C=C(CC(=O)O)C[Si](C)(C)C, C=[N+]=[N-]. Starting materials: C(#N)C=1C=CC2=C(C3C(C(O2)(C)C)O3)C1 (6-Cyano-3,4-epoxy-3,4-dihydro-2,2-dimethyl-2H-1-benzopyran), C(C)(=O)NN (acetohydrazide). Solvent: C(C)O (ethanol). The product is C(C)(=O)NN[C@H]1[C@@H](C(OC2=C1C=C(C=C2)C#N)(C)C)O (trans-4-(2-acetylhydrazino)-6-cyano-3,4-dihydro-2,2-dimethyl-2H-1-benzopyran-3-ol). Yield: 77.5%. Reaction SMILES: [C:1]([C:3]1[CH:4]=[CH:5][C:6]2[O:11][C:10]([CH3:13])([CH3:12])[CH:9]3[O:14][CH:8]3[C:7]=2[CH:15]=1)#[N:2].[C:16]([NH:19][NH2:20])(=[O:18])[CH3:17]>C(O)C>[C:16]([NH:19][NH:20][C@@H:8]1[C:7]2[CH:15]=[C:3]([C:1]#[N:2])[CH:4]=[CH:5][C:6]=2[O:11][C:10]([CH3:13])([CH3:12])[C@H:9]1[OH:14])(=[O:18])[CH3:17]. Procedure details: 6-Cyano-3,4-epoxy-3,4-dihydro-2,2-dimethyl-2H-1-benzopyran (5.0 g) and 4.0 g of acetohydrazide were dissolved in 20 ml of ethanol and the solution was heated under reflux for 9 hours. After the reaction, the ethanol was distilled off under reduced pressure and the residue was crushed by adding ice water and filtered to obtain crystals. The crystals were dried and recrystallized from ethyl acetate-ethanol (7:1) to give 5.3 g of trans-4-(2-acetylhydrazino)-6-cyano-3,4-dihydro-2,2-dimethyl-2H-1-ben... Starting materials: NC1=NNC(=N1)C=1OC=CC1 (3-amino-5-(2-furyl)-1,2,4-triazole), CSC(=NC#N)SC (dimethyl N-cyanodithioiminocarbonate). Conditions: temperature 170 celsius. Yields the product NC1=NC(=NC=2N1N=C(N2)C=2OC=CC2)SC (7-amino-2-(2-furyl)-5-methylthio-[1,2,4]triazolo[1,5-a][1,3,5]triazine). Yield: 20.3%. RXN SMILES: [NH2:1][C:2]1[N:6]=[C:5]([C:7]2[O:8][CH:9]=[CH:10][CH:11]=2)[NH:4][N:3]=1.[CH3:12][S:13][C:14](SC)=[N:15][C:16]#[N:17]>>[NH2:17][C:16]1[N:3]2[N:4]=[C:5]([C:7]3[O:8][CH:9]=[CH:10][CH:11]=3)[N:6]=[C:2]2[N:1]=[C:14]([S:13][CH3:12])[N:15]=1. Procedure: An intimate mixture of 3-amino-5-(2-furyl)-1,2,4-triazole (33.0 g) and dimethyl N-cyanodithioiminocarbonate (33.0 g) was heated at 170° C. for 1 hour, under a slow stream of argon. After cooling, the resulting solid was purified by column chromatography on silica (600 g) eluting with an increasing amount of ethyl acetate in dichloromethane (5-10% v/v) to give 7-amino-2-(2-furyl)-5-methylthio-[1,2,4]triazolo[1,5-a][1,3,5]triazine as a colourless solid (11.1 g), essentially pure by TLC, which was ... The reactants are [H-].[Na+] (sodium hydride), OCC1=C(C=CC=C1)\C(\C(=O)NC)=N/OC ((E)-2-[2-(hydroxymethyl)phenyl]-2-methoxyimino-N-methylacetamide), ClC1=NC2=CC=CC=C2C=C1 (2-chloroquinoline). The solvent is [Cl-].[Na+].O (brine), CN(C)C=O (DMF). Run at time 10 minute. The product is N1=C(C=CC2=CC=CC=C12)OCC1=C(C=CC=C1)\C(\C(=O)NC)=N/OC ((E)-2-[2-(2-quinolinyloxymethyl)phenyl]-2-methoxyimino-N-methylacetamide). Isolated yield 65.8%. As a reaction SMILES: [OH:1][CH2:2][C:3]1[CH:8]=[CH:7][CH:6]=[CH:5][C:4]=1/[C:9](=[N:14]\[O:15][CH3:16])/[C:10]([NH:12][CH3:13])=[O:11].[H-].[Na+].Cl[C:20]1[CH:29]=[CH:28][C:27]2[C:22](=[CH:23][CH:24]=[CH:25][CH:26]=2)[N:21]=1>CN(C=O)C.[Cl-].[Na+].O>[N:21]1[C:22]2[C:27](=[CH:26][CH:25]=[CH:24][CH:23]=2)[CH:28]=[CH:29][C:20]=1[O:1][CH2:2][C:3]1[CH:8]=[CH:7][CH:6]=[CH:5][C:4]=1/[C:9](=[N:14]\[O:15][CH3:16])/[C:10]([NH:12][CH3:13])=[O:11] |f:1.2,5.6.7|. Procedure: (E)-2-[2-(hydroxymethyl)phenyl]-2-methoxyimino-N-methylacetamide (0.44 g, 2 mmol) was dissolved in dry DMF (4 ml). 60% sodium hydride (0.10 g, 2.4 mmol) was added at room temperature, the mixture was stirred for 10 minutes, and then 2-chloroquinoline (0.36 g, 2.2 mmol) was added at room temperature. The resulting mixture was allowed to stand at room temperature overnight, and saturated brine was added. The mixture was extracted with ethyl acetate and dried over magnesium sulfate, and the solvent... The reactants are C1(=CC=CC=C1)CC(=O)N[C@H]1[C@@H]2N(C(C(=CS2)C2S(CCC2)(=O)=O)C(=O)OCC2=CC=C(C=C2)OC)C1=O (4-Methoxybenzyl (6R, 7R)-7-phenylacetamido-3-(1,1-dioxotetrahydrothien-2-yl)ceph-2-em-4-carboxylate), ClC1=CC(=CC=C1)C(=O)OO (3-chloroperbenzoic acid). The solvent is ClCCl (dichloromethane), ice water. The product is O=S1CC(=C(N2[C@H]1[C@@H](C2=O)NC(CC2=CC=CC=C2)=O)C(=O)OCC2=CC=C(C=C2)OC)C2S(CCC2)(=O)=O (4-Methoxybenzyl (6R,7R)-1-Oxo-7-phenylacetamido-3-(1,1-dioxotetrahydrothien-2-yl)ceph-3-em-4-carboxylate). Reaction SMILES: [C:1]1([CH2:7][C:8]([NH:10][C@@H:11]2[C:37](=[O:38])[N:13]3[CH:14]([C:25]([O:27][CH2:28][C:29]4[CH:34]=[CH:33][C:32]([O:35][CH3:36])=[CH:31][CH:30]=4)=[O:26])[C:15]([CH:18]4[CH2:22][CH2:21][CH2:20][S:19]4(=[O:24])=[O:23])=[CH:16][S:17][C@H:12]23)=[O:9])[CH:6]=[CH:5][CH:4]=[CH:3][CH:2]=1.ClC1C=CC=C(C(OO)=[O:47])C=1>ClCCl>[O:47]=[S:17]1[C@@H:12]2[C@H:11]([NH:10][C:8](=[O:9])[CH2:7][C:1]3[CH:6]=[CH:5][CH:4]=[CH:3][CH:2]=3)[C:37](=[O:38])[N:13]2[C:14]([C:25]([O:27][CH2:28][C:29]2[CH:34]=[CH:33][C:32]([O:35][CH3:36])=[CH:31][CH:30]=2)=[O:26])=[C:15]([CH:18]2[CH2:22][CH2:21][CH2:20][S:19]2(=[O:24])=[O:23])[CH2:16]1. Procedure: 4-Methoxybenzyl (6R, 7R)-7-phenylacetamido-3-(1,1-dioxotetrahydrothien-2-yl)ceph-2-em-4-carboxylate (0.973 g) in dichloromethane (20 ml) was cooled in ice-water and treated with 3-chloroperbenzoic acid (0.343 g) and warmed to room temperature for 1 h. The solution was washed with saturated sodium metabisulphite, brine and then dried. Afar removal of solvent, the residue was flash chromatographed on silica gel eluting initially with 80, 90% ethyl acetate-hexane and then ethyl acetate. The first p... Starting materials: C1(CCCCC1)CCC[C@H](CC(=O)O)C1=NC(=NO1)C(=O)OCC ((3R)-6-cyclohexyl-3-[3-(ethoxycarbonyl)-1,2,4-oxadiazol-5-yl]hexanoic acid), C(CC)N (n-propylamine). Solvent: C(C)(=O)OCC (ethyl acetate), C1(=CC=CC=C1)C (toluene). Conditions: temperature 125 celsius. Yields the product C1(CCCCC1)CCC[C@H](CC(=O)O)C1=NC(=NO1)C(=O)NCCC ((3R)-6-Cyclohexyl-3{-3-[(propylamino)carbonyl]-1,2,4-oxadiazol-5-yl}hexanoic acid). Yield: 69.8%. Reaction SMILES: [CH:1]1([CH2:7][CH2:8][CH2:9][C@@H:10]([C:15]2[O:19][N:18]=[C:17]([C:20]([O:22]CC)=O)[N:16]=2)[CH2:11][C:12]([OH:14])=[O:13])[CH2:6][CH2:5][CH2:4][CH2:3][CH2:2]1.[CH2:25]([NH2:28])[CH2:26][CH3:27]>C1(C)C=CC=CC=1.C(OCC)(=O)C>[CH:1]1([CH2:7][CH2:8][CH2:9][C@@H:10]([C:15]2[O:19][N:18]=[C:17]([C:20]([NH:28][CH2:25][CH2:26][CH3:27])=[O:22])[N:16]=2)[CH2:11][C:12]([OH:14])=[O:13])[CH2:2][CH2:3][CH2:4][CH2:5][CH2:6]1. Reported procedure: A solution of (3R)-6-cyclohexyl-3-[3-(ethoxycarbonyl)-1,2,4-oxadiazol-5-yl]hexanoic acid (Preparation 4) (107 mg, 0.31 mmol) in toluene (2 ml) was treated with n-propylamine (250 μl, 3.10 mmol) and the mixture was heated at 125° C. in a sealed vessel for 2 hours. The mixture was cooled to room temperature, diluted with ethyl acetate and washed sequentially with aqueous citric acid solution (5% w/v), water and brine, dried over anhydrous sodium sulphate, filtered and the solvent removed under red...